Dataset: the Open Reaction Database (ORD), a public repository of structured organic reaction records. Task: describe an organic reaction: reactants, conditions, products, and yield Reactants: CCO, CC(C)(C)OC(=O)N1CC=C(c2c[nH]c3c(C(N)=O)cc(Br)cc23)CC1, O=[Pt]. Product: CC(C)(C)OC(=O)N1CCC(c2c[nH]c3c(C(N)=O)cc(Br)cc23)CC1. As a reaction SMILES: [CH3:27][CH2:28][OH:29].[NH2:1][C:2](=[O:3])[c:4]1[cH:5][c:6]([Br:26])[cH:7][c:8]2[c:9]([C:13]3=[CH:18][CH2:17][N:16]([C:19](=[O:20])[O:21][C:22]([CH3:23])([CH3:24])[CH3:25])[CH2:15][CH2:14]3)[cH:10][nH:11][c:12]12.[Pt:30]=[O:31]>>[NH2:1][C:2](=[O:3])[c:4]1[cH:5][c:6]([Br:26])[cH:7][c:8]2[c:9]([CH:13]3[CH2:14][CH2:15][N:16]([C:19](=[O:20])[O:21][C:22]([CH3:23])([CH3:24])[CH3:25])[CH2:17][CH2:18]3)[cH:10][nH:11][c:12]12. Reactants: (4-(Trifluoromethyl)pyridin-3-yl)methanamine, HCl, CCN(C(C)C)C(C)C (DIEA), CN(C)C=O (DMF), ClC1=NC=C(C(=N1)Cl)C(F)(F)F (2,4-dichloro-5-(trifluoromethyl)pyrimidine). Reaction conditions: temperature 0 celsius, time 8 hour. The product is ClC1=NC(=NC=C1C(F)(F)F)NCC=1C=NC=CC1C(F)(F)F (4-chloro-5-(trifluoromethyl)-N-((4-(trifluoromethyl)pyridin-3-yl)methyl)pyrimidin-2-amine). The yield is 17.2%. As a reaction SMILES: CC[N:3]([CH:7]([CH3:9])C)[CH:4]([CH3:6])C.Cl[C:11]1[N:16]=[C:15]([Cl:17])[C:14]([C:18]([F:21])([F:20])[F:19])=[CH:13][N:12]=1.C[N:23]([CH:25]=O)C>>[Cl:17][C:15]1[C:14]([C:18]([F:21])([F:20])[F:19])=[CH:13][N:12]=[C:11]([NH:23][CH2:25][C:9]2[CH:7]=[N:3][CH:4]=[CH:6][C:14]=2[C:18]([F:21])([F:20])[F:19])[N:16]=1. Procedure details: (4-(Trifluoromethyl)pyridin-3-yl)methanamine, HCl (1.0 equiv.) was placed in a round bottom flask with DIEA (2.5 M) and DMF (0.6 M). The flask was cooled to 0° C. and 2,4-dichloro-5-(trifluoromethyl)pyrimidine (1.0 equiv.) was slowly added portion-wise. The reaction mixture was stirred overnight and allowed to warm to room temperature. The reaction mixture was loaded directly onto a silica gel column and purified using 0-20% ethyl acetate in hexanes followed by 20% ethyl acetate in hexanes. Frac...